Dataset: the Open Reaction Database (ORD), a public repository of structured organic reaction records. Task: describe an organic reaction: reactants, conditions, products, and yield Reactants: CSC(=C[N+](=O)[O-])SC (1,1-bis(methylthio)-2-nitroethylene), N1CCCCC1 (piperidine). Run in CCO (EtOH), CCO (EtOH). Product: CSC(=C[N+](=O)[O-])N1CCCCC1 (1-Methylthio-1-piperidino-2-nitroethylene). Yield: 39.6%. As a reaction SMILES: [CH3:1][S:2][C:3](SC)=[CH:4][N+:5]([O-:7])=[O:6].[NH:10]1[CH2:15][CH2:14][CH2:13][CH2:12][CH2:11]1>CCO>[CH3:1][S:2][C:3]([N:10]1[CH2:15][CH2:14][CH2:13][CH2:12][CH2:11]1)=[CH:4][N+:5]([O-:7])=[O:6]. Procedure details: In 20 ml of EtOH was dissolved 1.7 g (0.01 mole) of 1,1-bis(methylthio)-2-nitroethylene under heating and 0.9 g (0.01 mole) of piperidine dissolved in 10 ml of EtOH was added dropwise in 3 portions at 30-minutes intervals under reflux. After 2 hours of reflux, the solvent was distilled off and the residue was chromatographed on a silica gel column and eluted with AcOEt-toluene (2:3). The above procedure yielded 0.8 g of the title compound as yellow prisms. Starting materials: C(C)OC(CN(CC1=CC=CC=C1)C([C@@H](NC(=O)OCC1=CC=CC=C1)C(C)C)=O)=O (N-CBZ-L-Valyl-N-(benzyl)glycine ethyl ester), [OH-].[K+] (KOH). Solvent: C(C)O (ethanol). Product: C(=O)(OCC1=CC=CC=C1)N[C@@H](C(C)C)C(=O)N(CC(=O)O)CC1=CC=CC=C1 (N-CBZ-L-Valyl-N-(benzyl)glycine). The yield is 87.2%. As a reaction SMILES: C([O:3][C:4](=[O:31])[CH2:5][N:6]([C:14](=[O:30])[C@H:15]([CH:27]([CH3:29])[CH3:28])[NH:16][C:17]([O:19][CH2:20][C:21]1[CH:26]=[CH:25][CH:24]=[CH:23][CH:22]=1)=[O:18])[CH2:7][C:8]1[CH:13]=[CH:12][CH:11]=[CH:10][CH:9]=1)C.[OH-].[K+]>C(O)C>[C:17]([NH:16][C@H:15]([C:14]([N:6]([CH2:7][C:8]1[CH:9]=[CH:10][CH:11]=[CH:12][CH:13]=1)[CH2:5][C:4]([OH:31])=[O:3])=[O:30])[CH:27]([CH3:28])[CH3:29])([O:19][CH2:20][C:21]1[CH:22]=[CH:23][CH:24]=[CH:25][CH:26]=1)=[O:18] |f:1.2|. Procedure: N-CBZ-L-Valyl-N-(benzyl)glycine ethyl ester (17.3 g, 0.0406mol) was dissolved in ethanol (200 mL) and treated with 1N KOH (45 mL) in portions of 8.0 mL at 0-5C. The mixture was allowed to stir at room temperature over night. The ethanol was removed under reduced pressure, and the residue was treated with water. Extracted three times with ethyl acetate and afterwards the aqueous layer was acidified with 2N HCl. The product was extracted into ethyl acetate and washed with saturated aqueous sodium ... The reactants are O=S(CC(=O)O)(CC#CCC#CCC#CCCCCCCCC)=O (3,3-dioxo-3-thia-5,8,11-eicosatriynoic acid), CO (methanol). Reagents/catalysts: S(O)(O)(=O)=O (sulfuric acid). Yields the product O=S(CC(=O)OC)(CC#CCC#CCC#CCCCCCCCC)=O (methyl 3,3-dioxo-3-thia-5,8,11-eicosatriynoate). RXN SMILES: [O:1]=[S:2](=[O:24])([CH2:7][C:8]#[C:9][CH2:10][C:11]#[C:12][CH2:13][C:14]#[C:15][CH2:16][CH2:17][CH2:18][CH2:19][CH2:20][CH2:21][CH2:22][CH3:23])[CH2:3][C:4]([OH:6])=[O:5].[CH3:25]O>S(=O)(=O)(O)O>[O:1]=[S:2](=[O:24])([CH2:7][C:8]#[C:9][CH2:10][C:11]#[C:12][CH2:13][C:14]#[C:15][CH2:16][CH2:17][CH2:18][CH2:19][CH2:20][CH2:21][CH2:22][CH3:23])[CH2:3][C:4]([O:6][CH3:25])=[O:5]. Reported procedure: A solution of 1 g of 3,3-dioxo-3-thia-5,8,11-eicosatriynoic acid in 50 cm3 of methanol is heated under reflux in the presence of a sulfuric acid catalyst for 48 hours. The mixture is then filtered at ambient temperature. The methanol is evaporated off under reduced pressure. Reactants: ClCCl, CN(C)C=O, O=C(O)Cc1cccc2ccccc12, Nc1ccsc1-n1ccnc1. Product: O=C(Cc1cccc2ccccc12)Nc1ccsc1-n1ccnc1. Reaction SMILES: [Cl:31][CH2:32][Cl:33].[O:26]=[CH:27][N:28]([CH3:29])[CH3:30].[c:1]1([CH2:11][C:12](=[O:13])[OH:14])[cH:2][cH:3][cH:4][c:5]2[cH:6][cH:7][cH:8][cH:9][c:10]12.[n:15]1(-[c:20]2[s:21][cH:22][cH:23][c:24]2[NH2:25])[cH:16][n:17][cH:18][cH:19]1>>[c:1]1([CH2:11][C:12](=[O:14])[NH:25][c:24]2[c:20](-[n:15]3[cH:16][n:17][cH:18][cH:19]3)[s:21][cH:22][cH:23]2)[cH:2][cH:3][cH:4][c:5]2[cH:6][cH:7][cH:8][cH:9][c:10]12. Reactants: FC(C(CCCCCC)OC(=O)C=1C=C2C=CC(=CC2=CC1)C(=O)Cl)(F)F (6-(1-Trifluoromethylheptyloxycarbonyl)-naphathalene-2-carboxylic acid chloride), O (water), C([O-])([O-])=O.[K+].[K+] (potassium carbonate), C(C1=CC=CC=C1)Br (benzyl bromide). Run in CN(C)NC=O (dimethylaminoformamide). Conditions: temperature 110 celsius, time 4 hour. Product: COC(=O)C1=CC=C(C=C1)C1=CC=C(C=C1)OCC1=CC=CC=C1 (Methyl-4'-(benzyloxy)-biphenyl-4-carboxylate). Reaction SMILES: FC(F)(F)[CH:3]([O:10][C:11]([C:13]1[CH:14]=[C:15]2[C:20](=[CH:21][CH:22]=1)C=C(C(Cl)=O)C=C2)=O)[CH2:4][CH2:5][CH2:6][CH2:7][CH2:8]C.[C:28](=O)([O-])[O-:29].[K+].[K+].[CH2:34](Br)[C:35]1[CH:40]=[CH:39][CH:38]=[CH:37][CH:36]=1.[OH2:42]>CN(NC=O)C>[CH3:28][O:29][C:34]([C:35]1[CH:40]=[CH:39][C:38]([C:6]2[CH:5]=[CH:4][C:3]([O:10][CH2:11][C:13]3[CH:22]=[CH:21][CH:20]=[CH:15][CH:14]=3)=[CH:8][CH:7]=2)=[CH:37][CH:36]=1)=[O:42] |f:1.2.3|. Reported procedure: The product obtained in Item (1) in the amount of 4.1 g was dissolved in 100 ml of dimethylaminoformamide. The solution was added with anhydrous potassium carbonate 3.6 g and after heating upto 110° C. dropped with benzyl bromide 4.1 g during one hour to be stirred thereafter at a temperature of 140° C. for 4 hours. The reaction solution was taken into a large amount of water to precipitate crystal, which was dried to obtain the captioned product in the amount of 6.6 g. Starting materials: [Br-], CCCC(C)Oc1ccc(C=O)cc1, CCCCCC, COC[P+](c1ccccc1)(c1ccccc1)c1ccccc1, [Li]CCCC, C1CCOC1. The product is CCCC(C)Oc1ccc(C=COC)cc1. RXN SMILES: [Br-:6].[CH3:29][CH:30]([CH2:31][CH2:32][CH3:33])[O:34][c:35]1[cH:36][cH:37][c:38]([CH:39]=[O:40])[cH:41][cH:42]1.[CH3:43][CH2:44][CH2:45][CH2:46][CH2:47][CH3:48].[CH3:7][O:8][CH2:9][P+:10]([c:11]1[cH:12][cH:13][cH:14][cH:15][cH:16]1)([c:17]1[cH:18][cH:19][cH:20][cH:21][cH:22]1)[c:23]1[cH:24][cH:25][cH:26][cH:27][cH:28]1.[Li:1][CH2:2][CH2:3][CH2:4][CH3:5].[O:49]1[CH2:50][CH2:51][CH2:52][CH2:53]1>>[CH3:7][O:8][CH:9]=[CH:39][c:38]1[cH:37][cH:36][c:35]([O:34][CH:30]([CH3:29])[CH2:31][CH2:32][CH3:33])[cH:42][cH:41]1. The reactants are C(C)O (Ethanol), [N+](=O)([O-])C=1NC=C(N1)CC(CO)(F)F (3-(2'-nitroimidazolyl)-2,2-difluoropropanol), BrCC(=O)OCC (ethyl bromoacetate), [H-].[Na+] (sodium hydride). Run in C1CCOC1 (THF), C1CCOC1 (THF), C1CCOC1 (THF). Reaction conditions: temperature -50 celsius, time 4 hour. Product: [N+](=O)([O-])C=1NC=C(N1)CC(COCC(=O)OCC)(F)F (ethyl 2-[3'-(2"-nitroimidazolyl)-2',2'-difluoropropoxy]acetate). Yield: 85.3%. RXN SMILES: [H-].[Na+].[N+:3]([C:6]1[NH:7][CH:8]=[C:9]([CH2:11][C:12]([F:16])([F:15])[CH2:13][OH:14])[N:10]=1)([O-:5])=[O:4].Br[CH2:18][C:19]([O:21][CH2:22][CH3:23])=[O:20].C(O)C>C1COCC1>[N+:3]([C:6]1[NH:7][CH:8]=[C:9]([CH2:11][C:12]([F:16])([F:15])[CH2:13][O:14][CH2:18][C:19]([O:21][CH2:22][CH3:23])=[O:20])[N:10]=1)([O-:5])=[O:4] |f:0.1|. Procedure details: To a suspension of sodium hydride (500 mg, 20.8 mmol) in dry THF (20 ml) which was cooled at -50° C., a solution of 3-(2'-nitroimidazolyl)-2,2-difluoropropanol (2.0 g, 9.6 mmol) in dry THF (10 ml) and then a solution of ethyl bromoacetate (2.4 g, 14.4 mmol) in dry THF were dropwise added. Then, the reaction mixture was gradually warmed to a room temperature and stirred for 4 hours at the temperature. After the reaction, the mixture was cooled by ice. Ethanol (2 ml) was added to the mixture, conc...